The task is: describe an organic reaction: reactants, conditions, products, and yield. This data is from the Open Reaction Database (ORD), a public repository of structured organic reaction records. Reactants: CSC1C(NC2=CC=C3C(=C12)SC=N3)=O (8-(methylsulfanyl)-6,8-dihydro-7H-[1,3]thiazolo[5,4-e]indol-7-one), C(C)(=O)O (acetic acid). The reagents and catalysts are [Zn] (Zinc). Solvent: C1CCOC1 (THF). Reaction conditions: temperature 60 celsius. Product: S1C=NC=2C1=C1CC(NC1=CC2)=O (6,8-Dihydro-7H-[1,3]thiazolo[5,4-e]indol-7-one). Isolated yield 69.7%. As a reaction SMILES: CS[CH:3]1[C:11]2[C:6](=[CH:7][CH:8]=[C:9]3[N:14]=[CH:13][S:12][C:10]3=2)[NH:5][C:4]1=[O:15].C(O)(=O)C>C1COCC1.[Zn]>[S:12]1[C:10]2=[C:11]3[C:6](=[CH:7][CH:8]=[C:9]2[N:14]=[CH:13]1)[NH:5][C:4](=[O:15])[CH2:3]3. Reported procedure: A 2-L three-neck round bottom flask was fitted with an internal thermometer, 250-mL addition funnel, magnetic stir bar and septa. The flask was charged with nitrogen, 200 mL of dry THF, and 6-aminobenzothiazole (15.2 g, 0.100 mol). The mixture was stirred and cooled in a dry ice-acetone bath to an internal temperature of −74° C. A solution of tert-butyl hypochlorite (11.0 g, 0.103 mol) in 50 mL of dichloromethane was added over a 15 minute period. The resultant solution was stirred for an additi... Run in O1CCCC1 (tetrahydrofuran). Reaction conditions: time 2 hour. Reactants: C(C)OC(=O)C1(CC=C(CC1)C1=CC=C(C=C1)Cl)C(=O)OCC (4-(4-chloro-phenyl)-cyclohex-3-ene-1,1-dicarboxylic acid diethyl ester), lithium alumina hydride. RXN SMILES: C([O:3][C:4]([C:6]1([C:19](OCC)=[O:20])[CH2:11][CH2:10][C:9]([C:12]2[CH:17]=[CH:16][C:15]([Cl:18])=[CH:14][CH:13]=2)=[CH:8][CH2:7]1)=O)C>O1CCCC1>[Cl:18][C:15]1[CH:14]=[CH:13][C:12]([C:9]2[CH2:10][CH2:11][C:6]([CH2:4][OH:3])([CH2:19][OH:20])[CH2:7][CH:8]=2)=[CH:17][CH:16]=1. The yield is 96.4%. Procedure: An oven-dried flask under nitrogen was charged with 4-(4-chloro-phenyl)-cyclohex-3-ene-1,1-dicarboxylic acid diethyl ester (6.5 g, 19.30 mmol) in tetrahydrofuran (80 ml), and at −78° C. was added lithium alumina hydride (30.9 ml, 30.9 mmol) in one portion. The mixture was allowed to warm to room temperature and stirred for 2 hours. The reaction was quenched with saturated aqueous sodium chloride solution (5 ml) at 0° C. The mixture was filtered and the filtrate was extracted with ethyl acetate (... Product: ClC1=CC=C(C=C1)C1=CCC(CC1)(CO)CO ([4-(4-chloro-phenyl)-1-hydroxymethyl-cyclohex-3-enyl]-methanol). Starting materials: ClC1=C(C(=O)NC=2C(=NNC2)C2=NC3=C(N2)C=CC(=C3)CN3CCOCC3)C(=CC=C1)Cl (2,6-dichloro-N-[3-(5-morpholin-4-ylmethyl-1H-benzimidazol-2-yl)-1H-pyrazol-4-yl]-benzamide), FC1=C(C(=O)NC=2C(=NNC2)C(=O)O)C(=CC=C1)F (4-(2,6-difluoro-benzoylamino)-1H-pyrazole-3-carboxylic acid), FC(C=1C(=C(C=C(C1)C(F)(F)F)N)N)(F)F (3,5-bis(trifluoromethyl)-1,2-diaminobenzene). Product: FC(C1=CC(=CC=2NC(=NC21)C2=NNC=C2NC(C2=C(C=CC=C2F)F)=O)C(F)(F)F)(F)F (N-[3-(4,6-bis-trifluoromethyl-1H-benzimidazol-2-yl)-1H-pyrazol-4-yl]-2,6-difluoro-benzamide). Reaction SMILES: ClC1C=CC=C(Cl)C=1C(NC1C(C2NC3C=CC(CN4CCOCC4)=CC=3N=2)=NNC=1)=O.[F:33][C:34]1[CH:50]=[CH:49][CH:48]=[C:47]([F:51])[C:35]=1[C:36]([NH:38][C:39]1[C:40]([C:44](O)=O)=[N:41][NH:42][CH:43]=1)=[O:37].[F:52][C:53]([F:67])([F:66])[C:54]1[C:55]([NH2:65])=[C:56]([NH2:64])[CH:57]=[C:58]([C:60]([F:63])([F:62])[F:61])[CH:59]=1>>[F:52][C:53]([F:66])([F:67])[C:54]1[C:55]2[N:65]=[C:44]([C:40]3[C:39]([NH:38][C:36](=[O:37])[C:35]4[C:34]([F:33])=[CH:50][CH:49]=[CH:48][C:47]=4[F:51])=[CH:43][NH:42][N:41]=3)[NH:64][C:56]=2[CH:57]=[C:58]([C:60]([F:61])([F:62])[F:63])[CH:59]=1. Reported procedure: The compound was prepared in a manner analogous to 2,6-dichloro-N-[3-(5-morpholin-4-ylmethyl-1H-benzimidazol-2-yl)-1H-pyrazol-4-yl]-benzamide (Example 94E), but using 4-(2,6-difluoro-benzoylamino)-1H-pyrazole-3-carboxylic acid (Example 16D) and 3,5-bis(trifluoromethyl)-1,2-diaminobenzene to give N-[3-(4,6-bis-trifluoromethyl-1H-benzimidazol-2-yl)-1H-pyrazol-4-yl]-2,6-difluoro-benzamide (51 mg) as a pink solid. (LC/MS: Rt 3.64, [M+H]+ 476.07). The reactants are CN1CCNCC1, CC#N, O=[N+]([O-])c1cc(S(=O)(=O)Nc2cccc(Cl)c2)ccc1Cl, [K+], [K+], O=C([O-])[O-]. Yields the product CN1CCN(c2ccc(S(=O)(=O)Nc3cccc(Cl)c3)cc2[N+](=O)[O-])CC1. As a reaction SMILES: [CH3:22][N:23]1[CH2:24][CH2:25][NH:26][CH2:27][CH2:28]1.[CH3:35][C:36]#[N:37].[Cl:1][c:2]1[c:3]([N+:19](=[O:20])[O-:21])[cH:4][c:5]([S:8](=[O:9])(=[O:10])[NH:11][c:12]2[cH:13][c:14]([Cl:18])[cH:15][cH:16][cH:17]2)[cH:6][cH:7]1.[K+:29].[K+:30].[O-:31][C:32]([O-:33])=[O:34]>>[c:2]1([N:26]2[CH2:25][CH2:24][N:23]([CH3:22])[CH2:28][CH2:27]2)[c:3]([N+:19](=[O:20])[O-:21])[cH:4][c:5]([S:8](=[O:9])(=[O:10])[NH:11][c:12]2[cH:13][c:14]([Cl:18])[cH:15][cH:16][cH:17]2)[cH:6][cH:7]1. Reaction SMILES: [CH:33]([OH:34])([CH3:35])[CH3:36].[CH:37]([Cl:38])([Cl:39])[Cl:40].[Cl:16][c:17]1[cH:18][cH:19][c:20]([CH:23]([CH3:24])[NH2:25])[cH:21][cH:22]1.[Cl:1][c:2]1[n:3][cH:4][cH:5][c:6]2[c:7]([N+:13](=[O:14])[O-:15])[c:8]([CH3:12])[cH:9][cH:10][c:11]12.[F:26][C:27]([F:28])([F:29])[C:30]([OH:31])=[O:32]>>[c:2]1([NH:25][CH:23]([c:20]2[cH:19][cH:18][c:17]([Cl:16])[cH:22][cH:21]2)[CH3:24])[n:3][cH:4][cH:5][c:6]2[c:7]([N+:13](=[O:14])[O-:15])[c:8]([CH3:12])[cH:9][cH:10][c:11]12. Starting materials: CC(C)O, ClC(Cl)Cl, CC(N)c1ccc(Cl)cc1, Cc1ccc2c(Cl)nccc2c1[N+](=O)[O-], O=C(O)C(F)(F)F. Product: Cc1ccc2c(NC(C)c3ccc(Cl)cc3)nccc2c1[N+](=O)[O-]. Starting materials: C(C)(C)[Mg]Cl (isopropylmagnesium chloride), solution, [Cl-].[Li+] (Lithium chloride), C(CCC1=CC=CC=C1)(=O)Cl (hydrocinnamoyl chloride). The reagents and catalysts are [Cu]Cl (copper (I) chloride). Run in C1CCOC1 (THF). Reaction conditions: time 1 hour. Yields the product CC(C(CCC1=CC=CC=C1)=O)C (4-methyl-1-phenyl-pentan-3-one). Reaction SMILES: [Cl-].[Li+].[CH:3]([Mg]Cl)([CH3:5])[CH3:4].[C:8](Cl)(=[O:17])[CH2:9][CH2:10][C:11]1[CH:16]=[CH:15][CH:14]=[CH:13][CH:12]=1>C1COCC1.[Cu]Cl>[CH3:4][CH:3]([CH3:5])[C:8](=[O:17])[CH2:9][CH2:10][C:11]1[CH:16]=[CH:15][CH:14]=[CH:13][CH:12]=1 |f:0.1|. Procedure details: Lithium chloride (27 mmol) and copper (I) chloride (13.46 mmol) are weighed into a flame dried 250 mL round-bottomed flask fitted with low temperature thermometer. Dry THF (50 mL) is added and the mixture stirred at RT for 1 h to give a cloudy yellow-green solution. This is cooled to −55° C. and isopropylmagnesium chloride (6.75 mL of a 2 M solution in THF, 13.5 mmol) is added. After 15 min hydrocinnamoyl chloride (13.46 mmol) is added quickly at −60° C. and the mixture allowed to warm slowly to... Reactants: NC[C@H]1C[C@H](C1)N1C=C(C2=C1N=CN=C2N)C2=CC(=CC=C2)OCC2=CC=CC=C2 (cis-7-(3-aminomethyl-cyclobutyl)-5-(3-benzyloxy-phenyl)-7H-pyrrolo[2,3-d]pyrimidin-4-ylamine), C(C)(C)(C)N=C=O (tert-butyl isocyanate). The product is NC=1C2=C(N=CN1)N(C=C2C2=CC(=CC=C2)OCC2=CC=CC=C2)[C@H]2C[C@H](C2)CNC(=O)NC(C)(C)C (cis-1-{3-[4-Amino-5-(3-benzyloxy-phenyl)-pyrrolo[2,3-d]pyrimidin-7-yl]-cyclobutylmethyl}-3-tert-butyl-urea). Reaction SMILES: [NH2:1][CH2:2][C@@H:3]1[CH2:6][C@H:5]([N:7]2[C:11]3[N:12]=[CH:13][N:14]=[C:15]([NH2:16])[C:10]=3[C:9]([C:17]3[CH:22]=[CH:21][CH:20]=[C:19]([O:23][CH2:24][C:25]4[CH:30]=[CH:29][CH:28]=[CH:27][CH:26]=4)[CH:18]=3)=[CH:8]2)[CH2:4]1.[C:31]([N:35]=[C:36]=[O:37])([CH3:34])([CH3:33])[CH3:32]>>[NH2:16][C:15]1[C:10]2[C:9]([C:17]3[CH:22]=[CH:21][CH:20]=[C:19]([O:23][CH2:24][C:25]4[CH:30]=[CH:29][CH:28]=[CH:27][CH:26]=4)[CH:18]=3)=[CH:8][N:7]([C@@H:5]3[CH2:4][C@H:3]([CH2:2][NH:1][C:36]([NH:35][C:31]([CH3:34])([CH3:33])[CH3:32])=[O:37])[CH2:6]3)[C:11]=2[N:12]=[CH:13][N:14]=1. Procedure: cis-1-{3-[4-Amino-5-(3-benzyloxy-phenyl)-pyrrolo[2,3-d]pyrimidin-7-yl]-cyclobutylmethyl}-3-tert-butyl-urea is prepared as described in Example 26 using cis-7-(3-aminomethyl-cyclobutyl)-5-(3-benzyloxy-phenyl)-7H-pyrrolo[2,3-d]pyrimidin-4-ylamine and tert-butyl isocyanate (Fluka, Buchs, Switzerland). Analytical HPLC: tR=6.61 min (Grad 2); ES-MS: m/eo=499.0. Starting materials: ClC1=NC=CC(=C1F)C1=NC(=NC=C1)NC1CCOCC1 (4-(2-Chloro-3-fluoropyridin-4-yl)-N-(tetrahydro-2H-pyran-4-yl)pyrimidin-2-amine), Cl (HCl), O (water). Reaction conditions: temperature 140 celsius. The product is FC=1C(NC=CC1C1=NC(=NC=C1)NC1CCOCC1)=O (3-fluoro-4-(2-((tetrahydro-2H-pyran-4-yl)amino)pyrimidin-4-yl)pyridin-2(1H)-one). The yield is 75.1%. Reaction SMILES: Cl[C:2]1[C:7]([F:8])=[C:6]([C:9]2[CH:14]=[CH:13][N:12]=[C:11]([NH:15][CH:16]3[CH2:21][CH2:20][O:19][CH2:18][CH2:17]3)[N:10]=2)[CH:5]=[CH:4][N:3]=1.Cl.[OH2:23]>>[F:8][C:7]1[C:2](=[O:23])[NH:3][CH:4]=[CH:5][C:6]=1[C:9]1[CH:14]=[CH:13][N:12]=[C:11]([NH:15][CH:16]2[CH2:21][CH2:20][O:19][CH2:18][CH2:17]2)[N:10]=1. Procedure details: 4-(2-Chloro-3-fluoropyridin-4-yl)-N-(tetrahydro-2H-pyran-4-yl)pyrimidin-2-amine (0.08 g, 0.259 mmol) and 1M HCl (3.89 mL, 3.89 mmol) were added to a microwave vial. The vial was heated in a microwave at 140° C. for a total of 10 hours in 2 hour segments. The reaction mixture was diluted with water, and the desired 3-fluoro-4-(2-((tetrahydro-2H-pyran-4-yl)amino)pyrimidin-4-yl)pyridin-2(1H)-one (0.0565 g, 0.195 mmol, 75.1% yield) was collected by vacuum filtration. Starting materials: O=C([O-])[O-], CC(=O)[O-], CC(=O)[O-], CN(C)C=O, CN1CCN(c2ccc3nc(-c4ccc(F)cc4)cn3n2)CC1, Ic1ccncc1, [K+], [K+], O, [Pd+2]. As a reaction SMILES: [C:31](=[O:32])([O-:33])[O-:34].[C:43]([O-:44])(=[O:45])[CH3:46].[C:48]([O-:49])(=[O:50])[CH3:51].[CH3:38][N:39]([CH3:40])[CH:41]=[O:42].[F:1][c:2]1[cH:3][cH:4][c:5](-[c:8]2[n:9][c:10]3[n:11]([n:12][c:13]([N:16]4[CH2:17][CH2:18][N:19]([CH3:22])[CH2:20][CH2:21]4)[cH:14][cH:15]3)[cH:23]2)[cH:6][cH:7]1.[I:24][c:25]1[cH:26][cH:27][n:28][cH:29][cH:30]1.[K+:35].[K+:36].[OH2:37].[Pd+2:47]>>[F:1][c:2]1[cH:3][cH:4][c:5](-[c:8]2[n:9][c:10]3[n:11]([n:12][c:13]([N:16]4[CH2:17][CH2:18][N:19]([CH3:22])[CH2:20][CH2:21]4)[cH:14][cH:15]3)[c:23]2-[c:25]2[cH:26][cH:27][n:28][cH:29][cH:30]2)[cH:6][cH:7]1. The product is CN1CCN(c2ccc3nc(-c4ccc(F)cc4)c(-c4ccncc4)n3n2)CC1.